This data is from the Open Reaction Database (ORD), a public repository of structured organic reaction records. The task is: describe an organic reaction: reactants, conditions, products, and yield The reactants are C(C)(C)(C)OC(N(CC1=CC=C(C=C1)C(F)(F)F)C1=NC(=C(C=C1)C(C1=CNC2=NC=CC=C21)O)C)=O ({5-[Hydroxy-(1H-pyrrolo[2,3-b]pyridin-3-yl)-methyl]-6-methyl-pyridin-2-yl}-(4-trifluoromethyl-benzyl)-carbamic acid tert-butyl ester), C(C)(C)(C)OC(N(CC1=CC=C(C=C1)C(F)(F)F)C1=NC(=C(C=C1)C(C1=CNC2=NC=CC=C21)OC)C)=O ({5-[Methoxy-(1H-pyrrolo[2,3-b]pyridin-3-yl)-methyl]-6-methyl-pyridin-2-yl}-(4-trifluoromethyl-benzyl)-carbamic acid tert-butyl ester), C(C)[SiH](CC)CC (triethylsilane), FC(C(=O)O)(F)F (trifluoroacetic acid), C(C)[SiH](CC)CC (triethylsilane), FC(C(=O)O)(F)F (trifluoroacetic acid). Solvent: C(C)#N (acetonitrile). Run at temperature 25 celsius, time 8 hour. The product is CC1=C(C=CC(=N1)NCC1=CC=C(C=C1)C(F)(F)F)CC1=CNC2=NC=CC=C21 ([6-Methyl-5-(1H-pyrrolo[2,3-b]pyridin-3-ylmethyl)-pyridin-2-yl]-(4-trifluoromethyl-benzyl)-amine). Reaction SMILES: C(OC(=O)[N:7]([C:19]1[CH:24]=[CH:23][C:22]([CH:25](O)[C:26]2[C:34]3[C:29](=[N:30][CH:31]=[CH:32][CH:33]=3)[NH:28][CH:27]=2)=[C:21]([CH3:36])[N:20]=1)[CH2:8][C:9]1[CH:14]=[CH:13][C:12]([C:15]([F:18])([F:17])[F:16])=[CH:11][CH:10]=1)(C)(C)C.C(OC(=O)N(C1C=CC(C(OC)C2C3C(=NC=CC=3)NC=2)=C(C)N=1)CC1C=CC(C(F)(F)F)=CC=1)(C)(C)C.C([SiH](CC)CC)C.FC(F)(F)C(O)=O>C(#N)C>[CH3:36][C:21]1[N:20]=[C:19]([NH:7][CH2:8][C:9]2[CH:10]=[CH:11][C:12]([C:15]([F:16])([F:17])[F:18])=[CH:13][CH:14]=2)[CH:24]=[CH:23][C:22]=1[CH2:25][C:26]1[C:34]2[C:29](=[N:30][CH:31]=[CH:32][CH:33]=2)[NH:28][CH:27]=1. Reported procedure: The combined materials of {5-[Hydroxy-(1H-pyrrolo[2,3-b]pyridin-3-yl)-methyl]-6-methyl-pyridin-2-yl}-(4-trifluoromethyl-benzyl)-carbamic acid tert-butyl ester (37) and {5-[Methoxy-(1H-pyrrolo[2,3-b]pyridin-3-yl)-methyl]-6-methyl-pyridin-2-yl}-(4-trifluoromethyl-benzyl)-carbamic acid tert-butyl ester (38) (194 mg, 0.378 mmol) were dissolved in acetonitrile (3 mL) and triethylsilane (0.30 mL, 1.9 mmol) and trifluoroacetic acid (0.17 mL, 2.3 mmol) were added. After stirring at 25° C. for overnight,... Reactants: NC=1C=NC=CC1C(=O)O (3-Aminopyridine-4-carboxylic acid), C(C)(=O)OC(C)=O (acetic anhydride), [N-]=[N+]=[N-].[Na+] (sodium azide), CO (methanol). Run at time 8 hour. The product is CC1=NN=NN1C=1C=NC=CC1C(=O)O (3-(5-methyl-1H-tetrazol-1-yl)pyridine-4-carboxylic acid). Reaction SMILES: [NH2:1][C:2]1[CH:3]=[N:4][CH:5]=[CH:6][C:7]=1[C:8]([OH:10])=[O:9].[N-:11]=[N+:12]=[N-:13].[Na+].CO.[C:17](OC(=O)C)(=O)[CH3:18]>>[CH3:17][C:18]1[N:1]([C:2]2[CH:3]=[N:4][CH:5]=[CH:6][C:7]=2[C:8]([OH:10])=[O:9])[N:13]=[N:12][N:11]=1 |f:1.2|. Procedure: 3-Aminopyridine-4-carboxylic acid (50.0 g, 0.36 mol) was suspended in acetic anhydride (250 mL) then heated at reflux for 2 hours. The reaction mixture was concentrated under vacuum. The solid residue was slurried with heptane then concentrated under vacuum. The resulting solid was covered with acetic acid (300 mL), then sodium azide (23.5 g, 0.36 mol) was added. The reaction exothermed to 50° C. The reaction mixture was allowed to stir at ambient temperature overnight. The precipitate was isola... The reactants are C(C)N1C(=CC(C2=CC(=C(C=C12)F)F)=O)C(=O)O (1-Ethyl-6,7-difluoro-1,4-dihydro-4-oxoquinoline carboxylic acid), [BH4-].[Na+] (sodium borohydride), 1-A. The product is C(C)N1CCC(C2=CC(=C(C=C12)F)F)=O (1-ethyl-6,7-difluoro-1,2,3,4-tetrahydro-4-oxoquinoline). Isolated yield 65.9%. Reaction SMILES: [CH2:1]([N:3]1[C:12]2[C:7](=[CH:8][C:9]([F:14])=[C:10]([F:13])[CH:11]=2)[C:6](=[O:15])[CH:5]=[C:4]1C(O)=O)[CH3:2].[BH4-].[Na+]>>[CH2:1]([N:3]1[C:12]2[C:7](=[CH:8][C:9]([F:14])=[C:10]([F:13])[CH:11]=2)[C:6](=[O:15])[CH2:5][CH2:4]1)[CH3:2] |f:1.2|. Procedure: 1-Ethyl-6,7-difluoro-1,4-dihydro-4-oxoquinoline carboxylic acid(20 g) and sodium borohydride(12 g) were reacted in the same method as described in Preparation 1-A to give the bright-yellow above-indicated compound(11 g). The reactants are CCOCC, CO, OCC(O)CNc1cc(C=Cc2ccccc2)nc2ccccc12, Cl, [H][H]. The product is OCC(O)CNc1cc(CCc2ccccc2)nc2ccccc12, Cl. RXN SMILES: [CH3:26][CH2:27][O:28][CH2:29][CH3:30].[CH3:33][OH:34].[CH:1](=[CH:2][c:3]1[cH:4][cH:5][cH:6][cH:7][cH:8]1)[c:9]1[n:10][c:11]2[cH:12][cH:13][cH:14][cH:15][c:16]2[c:17]([NH:19][CH2:20][CH:21]([CH2:22][OH:23])[OH:24])[cH:18]1.[ClH:25].[H:31][H:32]>>[CH2:1]([CH2:2][c:3]1[cH:4][cH:5][cH:6][cH:7][cH:8]1)[c:9]1[n:10][c:11]2[cH:12][cH:13][cH:14][cH:15][c:16]2[c:17]([NH:19][CH2:20][CH:21]([CH2:22][OH:23])[OH:24])[cH:18]1.[ClH:25]. Reactants: C(C1=CC=CC=C1)NC[C@@H]1OC2=C(OC1)C=CC(=C2CC(=O)OCC)[N+](=O)[O-] (ethyl {(3S)-3-[(benzylamino)methyl]-6-nitro-2,3-dihydro-1,4-benzodioxin-5-yl}acetate), OP(=O)(O)O (H3PO4). Reagents/catalysts: [Pt] (Pt—C). The solvent is C(C)O (ethanol). Conditions: temperature 40 celsius, time 18 hour. Yields the product C(C1=CC=CC=C1)NC[C@H]1COC=2C(=C3CC(NC3=CC2)=O)O1 ((2S)-2-[(benzylamino)methyl]-2,3,8,9-tetrahydro-7H-[1,4]dioxino[2,3-e]indol-8-one). The yield is 55.6%. As a reaction SMILES: [CH2:1]([NH:8][CH2:9][C@H:10]1[CH2:15][O:14][C:13]2[CH:16]=[CH:17][C:18]([N+:26]([O-])=O)=[C:19]([CH2:20][C:21](OCC)=[O:22])[C:12]=2[O:11]1)[C:2]1[CH:7]=[CH:6][CH:5]=[CH:4][CH:3]=1.OP(O)(O)=O>[Pt].C(O)C>[CH2:1]([NH:8][CH2:9][C@@H:10]1[O:11][C:12]2=[C:19]3[C:18](=[CH:17][CH:16]=[C:13]2[O:14][CH2:15]1)[NH:26][C:21](=[O:22])[CH2:20]3)[C:2]1[CH:7]=[CH:6][CH:5]=[CH:4][CH:3]=1. Procedure details: In a 500 mL Parr shake flask is charged crude ethyl {(3S)-3-[(benzylamino)methyl]-6-nitro-2,3-dihydro-1,4-benzodioxin-5-yl}acetate (6.02 g, 14.5 mmol), ethanol (50 mL) and Pt—C (5% on carbon, 50% w/w water, 1.0 g). The flask is pressurized to 30 psig and shaken for 18 h. The pressure is released, the catalyst is removed by filtration through celite, and ethanol (20 mL) is used to rinse the filter cake. To the solution is added 85% H3PO4 (1.21 mL, 17.4 mmol) and the mixture is heated to 40° C. fo... Reactants: COC=1C=C(C=CC1OC)CCNC(C(=CN(C)C)C1=CC=2CCCCC2C=C1)=O (N-[2-(3,4-dimethoxyphenyl)ethyl]-3-dimethylamino-2-(5,6,7,8-tetrahydronaphthalen-2-yl)acrylamide), Cl (hydrochloric acid), O1CCCC1 (tetrahydrofuran). Run in O (Water). Reaction conditions: time 1.5 hour. Yields the product COC=1C=C(C=CC1OC)CCNC(C(=CO)C1=CC=2CCCCC2C=C1)=O (N-[2-(3,4-dimethoxyphenyl)ethyl]-3-hydroxy-2-(5,6,7,8-tetrahydronaphthalen-2-yl)acrylamide). Reaction SMILES: [CH3:1][O:2][C:3]1[CH:4]=[C:5]([CH2:11][CH2:12][NH:13][C:14](=[O:30])[C:15]([C:20]2[CH:29]=[CH:28][C:27]3[CH2:26][CH2:25][CH2:24][CH2:23][C:22]=3[CH:21]=2)=[CH:16]N(C)C)[CH:6]=[CH:7][C:8]=1[O:9][CH3:10].Cl.[O:32]1CCCC1>O>[CH3:1][O:2][C:3]1[CH:4]=[C:5]([CH2:11][CH2:12][NH:13][C:14](=[O:30])[C:15]([C:20]2[CH:29]=[CH:28][C:27]3[CH2:26][CH2:25][CH2:24][CH2:23][C:22]=3[CH:21]=2)=[CH:16][OH:32])[CH:6]=[CH:7][C:8]=1[O:9][CH3:10]. Reported procedure: Three grams (3.00 g) of crude N-[2-(3,4-dimethoxyphenyl)ethyl]-3-dimethylamino-2-(5,6,7,8-tetrahydronaphthalen-2-yl)acrylamide (7.35 mmol), 30 ml of 5% hydrochloric acid and 30 ml of tetrahydrofuran were mixed and stirred at room temperature for 1.5 hours. Water was added to the reaction mixture, which was followed by extracted with ethyl acetate twice, washed with saturated brine twice, dried over anhydrous magnesium sulfate and the solvent was distilled off under reduced pressure. The residue ... Reactants: O=P(Cl)(Cl)Cl (POCl3), Cl (HCl), O1CCOCC1 (dioxane), OC1=NC(=NC=C1)NC=1C=NN(C1)CC(=O)NC(C)C (2-(4-(4-hydroxypyrimidin-2-ylamino)-1H-pyrazol-1-yl)-N-isopropylacetamide). Run in C(C)#N (acetonitrile). Yields the product ClC1=NC(=NC=C1)NC=1C=NN(C1)CC(=O)NC(C)C (2-(4-(4-chloropyrimidin-2-ylamino)-1H-pyrazol-1-yl)-N-isopropylacetamide). Reaction SMILES: O[C:2]1[CH:7]=[CH:6][N:5]=[C:4]([NH:8][C:9]2[CH:10]=[N:11][N:12]([CH2:14][C:15]([NH:17][CH:18]([CH3:20])[CH3:19])=[O:16])[CH:13]=2)[N:3]=1.Cl.O1CCOCC1.O=P(Cl)(Cl)[Cl:30]>C(#N)C>[Cl:30][C:2]1[CH:7]=[CH:6][N:5]=[C:4]([NH:8][C:9]2[CH:10]=[N:11][N:12]([CH2:14][C:15]([NH:17][CH:18]([CH3:20])[CH3:19])=[O:16])[CH:13]=2)[N:3]=1. Procedure details: To a mixture of 2-(4-(4-hydroxypyrimidin-2-ylamino)-1H-pyrazol-1-yl)-N-isopropylacetamide (6.0 g, 22 mmol) in acetonitrile (300 mL) was added 4M HCl in dioxane (12 mL, 48 mmol) then POCl3 (10 g). The mixture was heated to reflux for 0.5 h then concentrated in vacuo. The residue was slurried with water and adjusted to pH 9 with aqueous sodium hydrogen carbonate. The remaining solid was collected by filtration and purified by column chromatography (50% v/v DCM/ethyl acetate) to afford 2-(4-(4-chlo... Reactants: C1(=CC=CC=C1)C (toluene), CC1=C(C=C(C=C1)N=C=O)N=C=O (2,4-toluenediisocyanate), B(F)(F)F.CCOCC (boron trifluoride etherate). Run in O (water). The product is C=1(C(=CC(=CC1)N)N)C (2,4-toluenediamine). Isolated yield 97.0%. RXN SMILES: C1(C)C=CC=CC=1.[CH3:8][C:9]1[CH:14]=[CH:13][C:12]([N:15]=C=O)=[CH:11][C:10]=1[N:18]=C=O.B(F)(F)F.CCOCC>O>[C:9]1([CH3:8])[C:10]([NH2:18])=[CH:11][C:12]([NH2:15])=[CH:13][CH:14]=1 |f:2.3|. Procedure details: 20 parts toluene, 1.74 parts (0.01 mole) 2,4-toluenediisocyanate, 2.8 parts (0.02 mole) boron trifluoride etherate and 0.40 part (0.02 mole) distilled water were combined and reacted as described in Example 1. The neutralization and isolation procedures described in Example 2 were conducted. 1.17 parts (97% yield) 2,4-toluenediamine were recovered having a melting point of 96° C.-98° C. The reactants are BrCCC=1C=C2C(C(=O)NC2=O)=CC1 (4-Bromoethylphthalimide), CN1CCNCC1 (N-methylpiperazine). The solvent is C(C)OCC (ethyl ether). Yields the product CN1C(CNCC1)CCCCC1=C2C(C(=O)NC2=O)=CC=C1 (4-(N-methylpiperazinyl)butylphthalimide). Reaction SMILES: BrCC[C:4]1[CH:5]=[C:6]2[C:11](=[O:12])[NH:10][C:8](=[O:9])[C:7]2=[CH:13][CH:14]=1.[CH3:15][N:16]1[CH2:21][CH2:20][NH:19][CH2:18][CH2:17]1>C(OCC)C>[CH3:15][N:16]1[CH2:21][CH2:20][NH:19][CH2:18][CH:17]1[CH2:5][CH2:4][CH2:14][CH2:13][C:5]1[CH:4]=[CH:14][CH:13]=[C:7]2[C:8]([NH:10][C:11](=[O:12])[C:6]=12)=[O:9]. Procedure details: 4-Bromoethylphthalimide (564 mg; 2.0 mmoles) and N-methylpiperazine (0.44 ml; 4.0 mmoles) were dissolved in anhydrous ethyl ether (5 ml). Reaction times and process as per Example 1.